From a dataset of the Open Reaction Database (ORD), a public repository of structured organic reaction records. describe an organic reaction: reactants, conditions, products, and yield Reactants: CC(=O)c1ccc2c(c1)C(c1ccccn1)CC(C)(C)O2, O=C(OO)c1cccc(Cl)c1, ClCCl. Product: CC(=O)c1ccc2c(c1)C(c1cccc[n+]1[O-])CC(C)(C)O2. RXN SMILES: [C:1]([CH3:2])(=[O:3])[c:4]1[cH:5][cH:6][c:7]2[c:8]([cH:21]1)[CH:9]([c:15]1[n:16][cH:17][cH:18][cH:19][cH:20]1)[CH2:10][C:11]([CH3:13])([CH3:14])[O:12]2.[Cl:22][c:23]1[cH:24][cH:25][cH:26][c:27]([C:28]([O:29][OH:31])=[O:30])[cH:32]1.[Cl:33][CH2:34][Cl:35]>>[C:1]([CH3:2])(=[O:3])[c:4]1[cH:5][cH:6][c:7]2[c:8]([cH:21]1)[CH:9]([c:15]1[n+:16]([O-:30])[cH:17][cH:18][cH:19][cH:20]1)[CH2:10][C:11]([CH3:13])([CH3:14])[O:12]2. The reactants are N(=O)[O-].[Na+] (sodium nitrite), COCCOCCOC1=CC(=NC(=N1)N)N (6-[2-(2-methoxyethoxyl)ethoxy]pyrimidine-2,4-diamine). Run in O (water), C(C)(=O)O (acetic acid). Conditions: time 2 hour. Yields the product COCCOCCOC1=C(C(=NC(=N1)N)N)N=O (6-[2-(2-methoxyethoxyl)ethoxy]-5-nitrosopyrimidine-2,4-diamine). Isolated yield 349.9%. RXN SMILES: [N:1]([O-:3])=O.[Na+].[CH3:5][O:6][CH2:7][CH2:8][O:9][CH2:10][CH2:11][O:12][C:13]1[N:18]=[C:17]([NH2:19])[N:16]=[C:15]([NH2:20])[CH:14]=1>O.C(O)(=O)C>[CH3:5][O:6][CH2:7][CH2:8][O:9][CH2:10][CH2:11][O:12][C:13]1[N:18]=[C:17]([NH2:19])[N:16]=[C:15]([NH2:20])[C:14]=1[N:1]=[O:3] |f:0.1|. Procedure details: A solution of 9.11 g (0.013 mol) of sodium nitrite in 40 ml of water was added in drops to a solution of 22.8 g (0.100 mol) of 6-[2-(2-methoxyethoxyl)ethoxy]pyrimidine-2,4-diamine in 200 ml of acetic acid (10% in water) over 1 h at 3-5° C. while stirring was performed. Then stirring was performed further for 2 h at room temperature. The resulting precipitate was sucked off, post-washed with water, and dried, whereby 6-[2-(2-methoxyethoxyl)ethoxy]-5-nitrosopyrimidine-2,4-diamine (11.7 g, 45%) was... Reactants: (S)-oxazaborolidine, C(C)(=O)C=1C=C(C#N)C=CC1 (3-acetylbenzonitrile). Run in C(Cl)Cl (CH2Cl2), C(Cl)Cl (CH2Cl2). Yields the product C(#N)C=1C=C(C=CC1)[C@@H](C)O ((R)-1-(3-cyanophenyl)ethanol). Isolated yield 73.0%. RXN SMILES: [C:1]([C:4]1[CH:5]=[C:6]([CH:9]=[CH:10][CH:11]=1)[C:7]#[N:8])(=[O:3])[CH3:2]>C(Cl)Cl>[C:7]([C:6]1[CH:5]=[C:4]([C@H:1]([OH:3])[CH3:2])[CH:11]=[CH:10][CH:9]=1)#[N:8]. Procedure details: To a solution of (S)-oxazaborolidine (3.44 mmol) in CH2Cl2 (3.5 mL) at −20° C. was added a solution of 3-acetylbenzonitrile (3.47 mmol) in CH2Cl2 (3.5 mL) over a period of approximately 30 minutes. The mixture was then allowed to warm to room temperature for 1 hour then quenched by transferring to a stirred flask of methanol at −20° C. The resultant mixture was concentrated under reduced pressure and the residue taken up in methanol and concentrated twice more and dried overnight under high vacu... The reactants are FC(C(=O)O)(F)F.C(C)(C)OC=1C=C(C(=O)C2=NC=C(C3=CC(=C(C=C23)OC)OC)CC(=O)O)C=CC1 ([1-(3-Isopropoxy-benzoyl)-6,7-dimethoxy-isoquinolin-4-yl]-acetic acid trifluoroacetate), C(C)(C)OC=1C=C(C(=O)C2=NC=C(C3=CC(=C(C=C23)OC)OC)CC(=O)N)C=CC1 (2-[1-(3-Isopropoxy-benzoyl)-6,7-dimethoxy-isoquinolin-4-yl]-acetamide). Product: FC(C(=O)O)(F)F.C(C)(C)OC=1C=C(C(=O)C2=NC=C(C3=CC(=C(C=C23)OC)OC)CC(=O)N)C=CC1 (2-[1-(3-Isopropoxy-benzoyl)-6,7-dimethoxy-isoquinolin-4-yl]-acetamide trifluoroacetate). As a reaction SMILES: [F:1][C:2]([F:7])([F:6])[C:3]([OH:5])=[O:4].C(OC1C=C(C=CC=1)C(C1C2C(=CC(OC)=C(OC)C=2)C(CC(O)=O)=CN=1)=O)(C)C.[CH:38]([O:41][C:42]1[CH:43]=[C:44]([CH:65]=[CH:66][CH:67]=1)[C:45]([C:47]1[C:56]2[C:51](=[CH:52][C:53]([O:59][CH3:60])=[C:54]([O:57][CH3:58])[CH:55]=2)[C:50]([CH2:61][C:62]([NH2:64])=[O:63])=[CH:49][N:48]=1)=[O:46])([CH3:40])[CH3:39]>>[F:1][C:2]([F:7])([F:6])[C:3]([OH:5])=[O:4].[CH:38]([O:41][C:42]1[CH:43]=[C:44]([CH:65]=[CH:66][CH:67]=1)[C:45]([C:47]1[C:56]2[C:51](=[CH:52][C:53]([O:59][CH3:60])=[C:54]([O:57][CH3:58])[CH:55]=2)[C:50]([CH2:61][C:62]([NH2:64])=[O:63])=[CH:49][N:48]=1)=[O:46])([CH3:40])[CH3:39] |f:0.1,3.4|. Procedure details: This compound was obtained during the last step preparative HPLC purification in the preparation of [1-(3-Isopropoxy-benzoyl)-6,7-dimethoxy-isoquinolin-4-yl]-acetic acid (Example 24). One of the two fractions with the earlier retention time was identified as 2-[1-(3-Isopropoxy-benzoyl)-6,7-dimethoxy-isoquinolin-4-yl]-acetamide (114 mg). ES-MS calcd for C23H24N2O5 (m/e) 408.46, obsd 409.4 (M+H). Starting materials: Oc1ccc(Br)cc1, C1CCOC1, CC(C)c1noc(N2CCC(CO)CC2)n1, CC(C)OC(=O)N=NC(=O)OC(C)C, c1ccc(P(c2ccccc2)c2ccccc2)cc1. The product is CC(C)c1noc(N2CCC(COc3ccc(Br)cc3)CC2)n1. As a reaction SMILES: [Br:17][c:18]1[cH:19][cH:20][c:21]([OH:24])[cH:22][cH:23]1.[CH2:58]1[O:59][CH2:60][CH2:61][CH2:62]1.[CH3:1][CH:2]([CH3:3])[c:4]1[n:5][o:6][c:7]([N:9]2[CH2:10][CH2:11][CH:12]([CH2:15][OH:16])[CH2:13][CH2:14]2)[n:8]1.[O:44]=[C:45]([O:46][CH:47]([CH3:48])[CH3:49])[N:50]=[N:51][C:52]([O:53][CH:54]([CH3:55])[CH3:56])=[O:57].[c:25]1([P:26]([c:27]2[cH:28][cH:29][cH:30][cH:31][cH:32]2)[c:33]2[cH:34][cH:35][cH:36][cH:37][cH:38]2)[cH:39][cH:40][cH:41][cH:42][cH:43]1>>[CH3:1][CH:2]([CH3:3])[c:4]1[n:5][o:6][c:7]([N:9]2[CH2:10][CH2:11][CH:12]([CH2:15][O:16][c:21]3[cH:20][cH:19][c:18]([Br:17])[cH:23][cH:22]3)[CH2:13][CH2:14]2)[n:8]1. Yields the product O=C(O)CCCCCCCNC(=O)C=C1c2ccccc2-c2ccccc21. Starting materials: COC(=O)CCCCCCCNC(=O)C=C1c2ccccc2-c2ccccc21, CO, Cl, [Li+], [OH-], O. Reaction SMILES: [CH3:1][O:2][C:3]([CH2:4][CH2:5][CH2:6][CH2:7][CH2:8][CH2:9][CH2:10][NH:11][C:12]([CH:13]=[C:14]1[c:15]2[cH:16][cH:17][cH:18][cH:19][c:20]2-[c:21]2[cH:22][cH:23][cH:24][cH:25][c:26]21)=[O:27])=[O:28].[CH3:29][OH:30].[ClH:33].[Li+:32].[OH-:31].[OH2:34]>>[O:2]=[C:3]([CH2:4][CH2:5][CH2:6][CH2:7][CH2:8][CH2:9][CH2:10][NH:11][C:12]([CH:13]=[C:14]1[c:15]2[cH:16][cH:17][cH:18][cH:19][c:20]2-[c:21]2[cH:22][cH:23][cH:24][cH:25][c:26]21)=[O:27])[OH:28]. Conditions: temperature 50 celsius, time 8 hour. Reactants: COC=1C=C2CCCN(C2=CC1)C=1C(=NC2=CC=C(C=C2N1)C(=O)OC)C1=CC=CC=C1 (methyl 3-(6-methoxy-3,4-dihydroquinolin-1(2H)-yl)-2-phenylquinoxaline-6-carboxylate), [OH-].[Na+] (sodium hydroxide). As a reaction SMILES: [CH3:1][O:2][C:3]1[CH:4]=[C:5]2[C:10](=[CH:11][CH:12]=1)[N:9]([C:13]1[C:14]([C:27]3[CH:32]=[CH:31][CH:30]=[CH:29][CH:28]=3)=[N:15][C:16]3[C:21]([N:22]=1)=[CH:20][C:19]([C:23]([O:25]C)=[O:24])=[CH:18][CH:17]=3)[CH2:8][CH2:7][CH2:6]2.[OH-].[Na+]>CO.O>[CH3:1][O:2][C:3]1[CH:4]=[C:5]2[C:10](=[CH:11][CH:12]=1)[N:9]([C:13]1[C:14]([C:27]3[CH:32]=[CH:31][CH:30]=[CH:29][CH:28]=3)=[N:15][C:16]3[C:21]([N:22]=1)=[CH:20][C:19]([C:23]([OH:25])=[O:24])=[CH:18][CH:17]=3)[CH2:8][CH2:7][CH2:6]2 |f:1.2|. Solvent: O (water), CO (methanol). Yields the product COC=1C=C2CCCN(C2=CC1)C=1C(=NC2=CC=C(C=C2N1)C(=O)O)C1=CC=CC=C1 (3-(6-Methoxy-3,4-dihydroquinolin-1(2H)-yl)-2-phenylquinoxaline-6-carboxylic acid). Procedure details: Into a 50-mL round-bottom flask, was placed a solution of methyl 3-(6-methoxy-3,4-dihydroquinolin-1(2H)-yl)-2-phenylquinoxaline-6-carboxylate (118 mg, 0.28 mmol, 1.00 equiv) in methanol (15 mL). This was followed by the addition of a solution of sodium hydroxide (55.6 mg, 1.39 mmol, 5.00 equiv) in water (2 mL) dropwise with stiffing. The resulting solution was stirred overnight at 50° C. in an oil bath. The resulting mixture was concentrated under vacuum. The resulting solution was diluted with ... The reactants are OC1=C(C(=O)N)C=CC(=C1CC=C)O (2,4-Dihydroxy-3-(2-propenyl)benzamide), ICCCOC1=C(C2=C(CCC(O2)CCC(=O)OC)C=C1)CCC (Methyl 3,4-dihydro-7-(3-iodopropoxy)-8-propyl-2H-1-benzopyran-2-propanoate). Product: NC(=O)C1=C(C(=C(OCCCOC2=C(C3=C(CCC(O3)CCC(=O)OC)C=C2)CCC)C=C1)CC=C)O (Methyl 7-[3-[4-(aminocarbonyl)-3-hydroxy-2-(2-propenyl)phenoxy]propoxy]-3,4-dihydro-8-propyl-2H-1-benzopyran-2-propanoate). As a reaction SMILES: [OH:1][C:2]1[C:10]([CH2:11][CH:12]=[CH2:13])=[C:9]([OH:14])[CH:8]=[CH:7][C:3]=1[C:4]([NH2:6])=[O:5].I[CH2:16][CH2:17][CH2:18][O:19][C:20]1[CH:35]=[CH:34][C:23]2[CH2:24][CH2:25][CH:26]([CH2:28][CH2:29][C:30]([O:32][CH3:33])=[O:31])[O:27][C:22]=2[C:21]=1[CH2:36][CH2:37][CH3:38]>>[NH2:6][C:4]([C:3]1[CH:7]=[CH:8][C:9]([O:14][CH2:16][CH2:17][CH2:18][O:19][C:20]2[CH:35]=[CH:34][C:23]3[CH2:24][CH2:25][CH:26]([CH2:28][CH2:29][C:30]([O:32][CH3:33])=[O:31])[O:27][C:22]=3[C:21]=2[CH2:36][CH2:37][CH3:38])=[C:10]([CH2:11][CH:12]=[CH2:13])[C:2]=1[OH:1])=[O:5]. Procedure details: The compound of Example 20 and the compound of Example 3 are coupled as described in Example 60. Chromatographic purification of the crude phenolic ester on silica gel using ethyl acetate/hexane (3:7) as eluant affords the product. Reactants: C(C)(=O)N1CCC2=CC(=CC(=C12)[N+](=O)[O-])Br (1-Acetyl-5-bromo-7-nitroindoline), Cl (hydrochloric acid), C([O-])([O-])=O.[Na+].[Na+] (sodium carbonate). Run in C(C)O (ethanol). Yields the product BrC=1C=C2CCNC2=C(C1)[N+](=O)[O-] (5-bromo-7-nitroindoline). Isolated yield 96.0%. RXN SMILES: C([N:4]1[C:12]2[C:7](=[CH:8][C:9]([Br:16])=[CH:10][C:11]=2[N+:13]([O-:15])=[O:14])[CH2:6][CH2:5]1)(=O)C.Cl.C(=O)([O-])[O-].[Na+].[Na+]>C(O)C>[Br:16][C:9]1[CH:8]=[C:7]2[C:12](=[C:11]([N+:13]([O-:15])=[O:14])[CH:10]=1)[NH:4][CH2:5][CH2:6]2 |f:2.3.4|. Procedure details: 1-Acetyl-5-bromo-7-nitroindoline (5.05 g, 17.7 mmol) was added to a mixture comprising 6 ml of ethanol and 40 ml of 6N hydrochloric acid. The obtained mixture was heated under reflux for 3 hours, neutralized with sodium carbonate and extracted with ethyl acetate. The organic phase was washed with water, dried over magnesium sulfate and concentrated. The residue was purified by silica gel column chromatography to give 4.13 g of 5-bromo-7-nitroindoline. This compound (301 mg, 1.24 mmol) was added ... Reaction conditions: time 3 hour. Starting materials: Cl.NC(CS)C(=O)O ((RS)-cysteine hydrochloride), S.[Na] (sodium hydrogen sulfide), ClCC(=O)O (monochloroacetic acid), material, [OH-].[Na+] (sodium hydroxide). Procedure details: As starting material there served (RS)-cysteine hydrochloride which was produced by the process of German OS No. 2645748. 140 grams (1 mole) of this material together with 160 grams (4 moles) of sodium hydroxide were dissolved in 1000 ml of water. To this solution there was first added 3 grams of sodium hydrogen sulfide and then in the course of 45 minutes 95 grams (1 mole) of monochloroacetic acid. The temperature of the mixture in the meanwhile was held at 20° C. and after that held for 3 hour... Solvent: O (water). RXN SMILES: Cl.[NH2:2][CH:3]([C:6]([OH:8])=[O:7])[CH2:4][SH:5].[OH-].[Na+].S.[Na].Cl[CH2:14][C:15]([OH:17])=[O:16]>O>[C:15]([CH2:14][S:5][CH2:4][CH:3]([C:6]([OH:8])=[O:7])[NH2:2])([OH:17])=[O:16] |f:0.1,2.3,4.5,^1:11|. Product: C(=O)(O)CSCC(N)C(=O)O (S-(CARBOXYMETHYL)-(RS)-CYSTEINE).